Dataset: the Open Reaction Database (ORD), a public repository of structured organic reaction records. Task: describe an organic reaction: reactants, conditions, products, and yield Reactants: OCC=1N=C(SC1)C1=CC(=C(C(=C1)OC)OC)OC (4-Hydroxymethyl-2-(3,4,5-trimethoxyphenyl)thiazole), S(=O)(Cl)Cl (thionyl chloride). Solvent: ClCCl (dichloromethane). Run at time 30 minute. The product is ClCC=1N=C(SC1)C1=CC(=C(C(=C1)OC)OC)OC (4-Chloromethyl-2-(3,4,5-trimethoxyphenyl)-thiazole). RXN SMILES: O[CH2:2][C:3]1[N:4]=[C:5]([C:8]2[CH:13]=[C:12]([O:14][CH3:15])[C:11]([O:16][CH3:17])=[C:10]([O:18][CH3:19])[CH:9]=2)[S:6][CH:7]=1.S(Cl)([Cl:22])=O>ClCCl>[Cl:22][CH2:2][C:3]1[N:4]=[C:5]([C:8]2[CH:13]=[C:12]([O:14][CH3:15])[C:11]([O:16][CH3:17])=[C:10]([O:18][CH3:19])[CH:9]=2)[S:6][CH:7]=1. Procedure: 4-Hydroxymethyl-2-(3,4,5-trimethoxyphenyl)thiazole (2.0 g) was dissolved in dichloromethane (60 mL), and to the solution thionyl chloride (1.1 g) was added at 0° C. After 30 minutes, the mixture was warmed to room temperature and stirred for 4 hours. The reaction mixture was washed with water and saturated brine and dried over anhydrous sodium sulfate. After concentrating the reaction mixture under reduced pressure, the resultant crude crystals were recrystallized from chloroform-hexane to obtai... The reactants are C(=O)(OC(C)(C)C)N[C@@H](CCC(N)=O)C(=O)O (Boc-Glutamine), C(=O)(OC(C)(C)C)N[C@@H](CO)C(=O)O (Boc-serine), C(Cl)Cl (methylene chloride), C1(CCCCC1)N=C=NC1CCCCC1 (dicyclohexyl carbodiimide), C(Cl)Cl (methylene chloride). Solvent: C(C)(=O)O (acetic acid). Run at time 6 hour. Yields the product N([C@@H](CO)C(=O)N[C@@H](CCC(N)=O)C(=O)O)C(=O)OC(C)(C)C (Boc-Ser-Gln). RXN SMILES: [C:1]([NH:8][C@H:9]([C:15]([OH:17])=[O:16])[CH2:10][CH2:11][C:12](=[O:14])[NH2:13])([O:3]C(C)(C)C)=O.[C:18]([NH:25][C@H:26](C(O)=O)[CH2:27][OH:28])([O:20][C:21]([CH3:24])([CH3:23])[CH3:22])=[O:19].C(Cl)Cl.C1(N=C=NC2CCCCC2)CCCCC1>C(O)(=O)C>[NH:25]([C:18]([O:20][C:21]([CH3:24])([CH3:23])[CH3:22])=[O:19])[C@H:26]([C:1]([NH:8][C@H:9]([C:15]([OH:17])=[O:16])[CH2:10][CH2:11][C:12](=[O:14])[NH2:13])=[O:3])[CH2:27][OH:28]. Reported procedure: 2 g of the Boc-Gln Resin obtained in Step 4 is put in 160 ml of acetic acid and allowed to stand for 6 hours at room temperature. The mixture is filtered with a glass filter. The cake is put in 160 ml of acetic acid, agitated and filtered. This operation is repeated three times. Then, the cake is agitated in 160 ml of 1N aqueous HCl/acetic acid at room temperature for half an hour to remove the Boc group from the resin. The resulting product is filtered off, washed with three portions of each of... The reactants are CO, CCOC(C)=O, Cc1cc(C(=O)O)ccc1I, O=S(=O)(O)O. Product: COC(=O)c1ccc(I)c(C)c1. As a reaction SMILES: [CH3:12][OH:13].[CH3:19][CH2:20][O:21][C:22](=[O:23])[CH3:24].[CH3:1][c:2]1[cH:3][c:4]([C:5](=[O:6])[OH:7])[cH:8][cH:9][c:10]1[I:11].[S:14](=[O:15])(=[O:16])([OH:17])[OH:18]>>[CH3:1][c:2]1[cH:3][c:4]([C:5](=[O:6])[O:7][CH3:12])[cH:8][cH:9][c:10]1[I:11]. Starting materials: FC(C1=C(CN2N=CC3=CC(=CC=C23)C=C2C(N=C(S2)N(C2CNCC2)C)=O)C=CC(=C1)C(F)(F)F)(F)F (5-[1-(2,4-Bis-trifluoromethyl-benzyl)-1H-indazol-5-ylmethylene]-2-(methyl-pyrrolidin-3-yl-amino)-thiazol-4-one), C([O-])([O-])=O.[K+].[K+] (potassium carbonate), BrCC(=O)N (2-Bromo-acetamide). Run in CN(C)C=O (DMF). Reaction conditions: time 4 hour. Product: FC(C1=C(CN2N=CC3=CC(=CC=C23)C=C2C(N=C(S2)N([C@H]2CN(CC2)CC(=O)N)C)=O)C=CC(=C1)C(F)(F)F)(F)F (2-[(3R)-3-{[5-({1-[2,4-Bis(trifluoromethyl)benzyl]-1H-indazol-5-yl}methylidene)-4-oxo-4,5-dihydro-1,3-thiazol-2-yl](methyl)amino}pyrrolidin-1-yl]acetamide). Isolated yield 74.6%. As a reaction SMILES: [F:1][C:2]([F:38])([F:37])[C:3]1[CH:32]=[C:31]([C:33]([F:36])([F:35])[F:34])[CH:30]=[CH:29][C:4]=1[CH2:5][N:6]1[C:14]2[C:9](=[CH:10][C:11]([CH:15]=[C:16]3[S:20][C:19]([N:21]([CH3:27])[CH:22]4[CH2:26][CH2:25][NH:24][CH2:23]4)=[N:18][C:17]3=[O:28])=[CH:12][CH:13]=2)[CH:8]=[N:7]1.C(=O)([O-])[O-].[K+].[K+].Br[CH2:46][C:47]([NH2:49])=[O:48]>CN(C=O)C>[F:38][C:2]([F:37])([F:1])[C:3]1[CH:32]=[C:31]([C:33]([F:36])([F:34])[F:35])[CH:30]=[CH:29][C:4]=1[CH2:5][N:6]1[C:14]2[C:9](=[CH:10][C:11]([CH:15]=[C:16]3[S:20][C:19]([N:21]([CH3:27])[C@@H:22]4[CH2:26][CH2:25][N:24]([CH2:46][C:47]([NH2:49])=[O:48])[CH2:23]4)=[N:18][C:17]3=[O:28])=[CH:12][CH:13]=2)[CH:8]=[N:7]1 |f:1.2.3|. Procedure details: To a solution of 5-[1-(2,4-Bis-trifluoromethyl-benzyl)-1H-indazol-5-ylmethylene]-2-(methyl-pyrrolidin-3-yl-amino)-thiazol-4-one (100 mg, 0.18 mmol) in DMF (2 mL) was added potassium carbonate (74 mg, 0.54 mmol) followed by 2-Bromo-acetamide (30 mg, 0.21 mmol). The reaction mixture was stirred at room temperature for 4 hours and partitioned between water and ethyl acetate. The ethyl acetate layer was washed with brine, dried over Na2SO4, filtered, and the solvent evaporated in vacuo to yield a cr... Reactants: N1C[C@H](CC1)NC1=NC2=CC=CC=C2C(=N1)N1CCN(CC1)C(=O)OC(C)(C)C (t-butyl 4-(2-((S)-pyrrolidin-3-ylamino)quinazolin-4-yl)piperazine-1-carboxylate), ClC1=CC=C(C=C1)CC(=O)O (p-chlorophenylacetic acid), C(O)([O-])=O.[Na+] (sodium hydrogencarbonate), CCN=C=NCCCN(C)C.Cl (EDC.HCl), C=1C=CC2=C(C1)N=NN2O (HOBt). The solvent is C(Cl)(Cl)Cl (chloroform), O (H2O). Yields the product ClC1=CC=C(C=C1)CC(=O)N1C[C@H](CC1)NC1=NC2=CC=CC=C2C(=N1)N1CCN(CC1)C(=O)OC(C)(C)C (t-butyl 4-(2-((S)-1-(2-(4-chlorophenyl)ethanoyl)pyrrolidin-3-ylamino)quinazolin-4-yl)piperazine-1-carboxylate). The yield is 69.9%. As a reaction SMILES: [NH:1]1[CH2:5][CH2:4][C@H:3]([NH:6][C:7]2[N:16]=[C:15]([N:17]3[CH2:22][CH2:21][N:20]([C:23]([O:25][C:26]([CH3:29])([CH3:28])[CH3:27])=[O:24])[CH2:19][CH2:18]3)[C:14]3[C:9](=[CH:10][CH:11]=[CH:12][CH:13]=3)[N:8]=2)[CH2:2]1.[Cl:30][C:31]1[CH:36]=[CH:35][C:34]([CH2:37][C:38](O)=[O:39])=[CH:33][CH:32]=1.C1C=CC2N(O)N=NC=2C=1.CCN=C=NCCCN(C)C.Cl.C(=O)([O-])O.[Na+]>O.C(Cl)(Cl)Cl>[Cl:30][C:31]1[CH:36]=[CH:35][C:34]([CH2:37][C:38]([N:1]2[CH2:5][CH2:4][C@H:3]([NH:6][C:7]3[N:16]=[C:15]([N:17]4[CH2:18][CH2:19][N:20]([C:23]([O:25][C:26]([CH3:29])([CH3:28])[CH3:27])=[O:24])[CH2:21][CH2:22]4)[C:14]4[C:9](=[CH:10][CH:11]=[CH:12][CH:13]=4)[N:8]=3)[CH2:2]2)=[O:39])=[CH:33][CH:32]=1 |f:3.4,5.6|. Procedure details: To a mixture of t-butyl 4-(2-((S)-pyrrolidin-3-ylamino)quinazolin-4-yl)piperazine-1-carboxylate (0.30 g), p-chlorophenylacetic acid (0.13 g), and chloroform (5 mL) were added HOBt.H2O (0.18 g) and EDC.HCl (0.18 g), and the mixture was stirred at room temperature for 2 days. To the reaction mixture was added saturated aqueous sodium hydrogencarbonate, and the mixture was extracted with chloroform. The organic layer was dried with anhydrous sodium sulfate, the desiccant was removed by filtration, ... Reactants: C(C1=CC=CC=C1)N1C=NC=C1C=CC(=O)C1=CC=C(C=C1)CC(C)C (3-(3-benzyl-3H-imidazol-4-yl)-1-(4-isobutylphenyl)-propen-1-one). Solvent: CS(=O)(=O)O (methanesulfonic acid). Run at temperature 120 celsius. Yields the product C(C1=CC=CC=C1)N1C=NC=C1C1CC(C2=CC=C(C=C12)CC(C)C)=O (3-(3-Benzyl-3H-imidazol-4-yl)-5-isobutylindan-1-one). As a reaction SMILES: [CH2:1]([N:8]1[C:12]([CH:13]=[CH:14][C:15]([C:17]2[CH:22]=[CH:21][C:20]([CH2:23][CH:24]([CH3:26])[CH3:25])=[CH:19][CH:18]=2)=[O:16])=[CH:11][N:10]=[CH:9]1)[C:2]1[CH:7]=[CH:6][CH:5]=[CH:4][CH:3]=1>CS(O)(=O)=O>[CH2:1]([N:8]1[C:12]([CH:13]2[C:22]3[C:17](=[CH:18][CH:19]=[C:20]([CH2:23][CH:24]([CH3:26])[CH3:25])[CH:21]=3)[C:15](=[O:16])[CH2:14]2)=[CH:11][N:10]=[CH:9]1)[C:2]1[CH:3]=[CH:4][CH:5]=[CH:6][CH:7]=1. Procedure: A mixture of 3-(3-benzyl-3H-imidazol-4-yl)-1-(4-isobutylphenyl)-propen-1-one (2.4 g) and methanesulfonic acid (40 ml) is heated at 120° C. for 40 minutes. Work-up of the reaction mixture gives the crude product, which is purified by flash chromatography by eluting with methylene chloride-methanol solution. The yield is 0.5 g.